describe an organic reaction: reactants, conditions, products, and yield From a dataset of the Open Reaction Database (ORD), a public repository of structured organic reaction records. Reactants: [H][H] (hydrogen), C(C)(=O)O (acetic acid), OC=1N=C(C2=CC(=C(C=C2C1[N+](=O)[O-])OC)OC)C (3-Hydroxy-6,7-dimethoxy-1-methyl-4-nitroisoquinoline). The reagents and catalysts are [Pd] (palladium on carbon). Product: CC(=O)CC(=O)O (diacetate), NC1=C(N=C(C2=CC(=C(C=C12)OC)OC)C)O (4-Amino-3-hydroxy-6,7-dimethoxy-1-methylisoquinoline). Isolated yield 95.6%. As a reaction SMILES: [OH:1][C:2]1[N:3]=[C:4]([CH3:19])[C:5]2[C:10]([C:11]=1[N+:12]([O-])=O)=[CH:9][C:8]([O:15][CH3:16])=[C:7]([O:17][CH3:18])[CH:6]=2.[H][H].[C:22]([OH:25])(=[O:24])[CH3:23]>[Pd]>[CH3:11][C:2]([CH2:23][C:22]([OH:25])=[O:24])=[O:1].[NH2:12][C:11]1[C:10]2[C:5](=[CH:6][C:7]([O:17][CH3:18])=[C:8]([O:15][CH3:16])[CH:9]=2)[C:4]([CH3:19])=[N:3][C:2]=1[OH:1]. Reported procedure: 3-Hydroxy-6,7-dimethoxy-1-methyl-4-nitroisoquinoline (BA) (16.0 grams, 60.54 mmol) was slurried in 600 ml glacial acetic acid and hydrogenated over 1.5 grams of a 10% palladium on carbon catalyst (Pd/C) at 17 psi hydrogen pressure at room temperature in a Parr hydrogenator for 1.5 hours. The reaction mixture was filtered through a Celite pad, and the filtrate was evaporated to dryness in vacuo to provide 20.48 grams of the diacetate solvate of the title compound as a dark greenish-yellow solid (...